From a dataset of the Open Reaction Database (ORD), a public repository of structured organic reaction records. describe an organic reaction: reactants, conditions, products, and yield Starting materials: ClC=1C=C(C=C(C1)Cl)S (3,5-dichlorothiophenol), aqueous solution, [OH-].[Na+] (sodium hydroxide). Yields the product ClC=1C=C(C=C(C1)Cl)[S-].[Na+] (sodium 3,5-dichlorothiophenolate). Reaction SMILES: [Cl:1][C:2]1[CH:3]=[C:4]([SH:9])[CH:5]=[C:6]([Cl:8])[CH:7]=1.[OH-].[Na+:11]>>[Cl:1][C:2]1[CH:3]=[C:4]([S-:9])[CH:5]=[C:6]([Cl:8])[CH:7]=1.[Na+:11] |f:1.2,3.4|. Procedure: A 4-necked, 1-liter flask equipped with a stirrer, a thermometer, a dropping funnel and a condenser tube was charged with 163.1 g (0.824 mole of 3,5-dichlorothiophenol) of the crude 3,5-dichlorothiophenol (purity 90.4%) prepared by the process of Example 1, and 370 g (0.925 mole) of an aqueous solution of 10 wt % sodium hydroxide. After 15 minutes of reaction at 25° C., the reaction mixture was subjected to separation procedure to give an aqueous solution of sodium 3,5-dichlorothiophenolate. The reactants are CCc1cc(-c2cncc(C(=O)O)c2)c(C)[nH]c1=O, O=C(C1CC1)N1CCNCC1. The product is CCc1cc(-c2cncc(C(=O)N3CCN(C(=O)C4CC4)CC3)c2)c(C)[nH]c1=O. As a reaction SMILES: [CH2:1]([CH3:2])[c:3]1[cH:4][c:5](-[c:11]2[cH:12][n:13][cH:14][c:15]([C:17](=[O:18])[OH:19])[cH:16]2)[c:6]([CH3:10])[nH:7][c:8]1=[O:9].[CH:20]1([C:23](=[O:24])[N:25]2[CH2:26][CH2:27][NH:28][CH2:29][CH2:30]2)[CH2:21][CH2:22]1>>[CH2:1]([CH3:2])[c:3]1[cH:4][c:5](-[c:11]2[cH:12][n:13][cH:14][c:15]([C:17](=[O:19])[N:28]3[CH2:27][CH2:26][N:25]([C:23]([CH:20]4[CH2:21][CH2:22]4)=[O:24])[CH2:30][CH2:29]3)[cH:16]2)[c:6]([CH3:10])[nH:7][c:8]1=[O:9]. The reactants are N(=O)[O-].[Na+] (sodium nitrite), Cl.CC1(NC(COC1)(C)C)C (3,3,5,5-tetramethylmorpholine hydrochloride). Product: N(=O)N1C(COCC1(C)C)(C)C (4-Nitroso-3,3,5,5-tetramethylmorpholine). Solvent: O (water). Reaction conditions: temperature 80 celsius. RXN SMILES: [N:1]([O-:3])=O.[Na+].Cl.[CH3:6][C:7]1([CH3:15])[CH2:12][O:11][CH2:10][C:9]([CH3:14])([CH3:13])[NH:8]1>O>[N:1]([N:8]1[C:9]([CH3:14])([CH3:13])[CH2:10][O:11][CH2:12][C:7]1([CH3:15])[CH3:6])=[O:3] |f:0.1,2.3|. Procedure details: 15.6 g of sodium nitrite are added to a solution of 27 g of 3,3,5,5-tetramethylmorpholine hydrochloride (prepared in accordance with Synthesis (1984), 122) in 80 ml of water and the mixture is heated at 80° C. for 3 hours. After cooling, the nitroso compound is extracted with diethyl ether. After drying and concentration of the ether phase, 22.2 g of the compound crystallize out. Melting point: 47° C. The reactants are C(C1=CC=CC=C1)OC([C@@H](N(C)C([C@@H](CC(C(C)(C)C)=O)CC1=CC=CC=C1)=O)CC1=CNC=N1)=O (N-[(R)-2-benzyl-5,5-dimethyl-4-oxohexanoyl]-N-methyl-L-histidine benzyl ester). The reagents and catalysts are [Pd] (palladium-on-carbon). Yields the product C(C1=CC=CC=C1)[C@@H](C(=O)N([C@@H](CC1=CNC=N1)C(=O)O)C)CC(C(C)(C)C)=O (N-[(R)-2-benzyl-5,5-dimethyl-4-oxohexanoyl]-N-methyl-L-histidine). RXN SMILES: C([O:8][C:9](=[O:36])[C@H:10]([CH2:30][C:31]1[N:35]=[CH:34][NH:33][CH:32]=1)[N:11]([C:13](=[O:29])[C@H:14]([CH2:22][C:23]1[CH:28]=[CH:27][CH:26]=[CH:25][CH:24]=1)[CH2:15][C:16](=[O:21])[C:17]([CH3:20])([CH3:19])[CH3:18])[CH3:12])C1C=CC=CC=1>[Pd]>[CH2:22]([C@H:14]([CH2:15][C:16](=[O:21])[C:17]([CH3:19])([CH3:18])[CH3:20])[C:13]([N:11]([CH3:12])[C@H:10]([C:9]([OH:36])=[O:8])[CH2:30][C:31]1[N:35]=[CH:34][NH:33][CH:32]=1)=[O:29])[C:23]1[CH:28]=[CH:27][CH:26]=[CH:25][CH:24]=1. Procedure details: 195 mg of N-[(R)-2-benzyl-5,5-dimethyl-4-oxohexanoyl]-N-methyl-L-histidine benzyl ester were hydrogenated in the presence of 25 mg of palladium-on-carbon (5%) for 2 hours and the N-[(R)-2-benzyl-5,5-dimethyl-4-oxohexanoyl]-N-methyl-L-histidine obtained was reacted in the usual manner with (αS,βS)-β-amino-α-[(S)-2-isopropyl-3-butenyl]cyclohexanepropanol. Chromatographic purification of the crude product obtained on silica gel with a 140:10:0.1 mixture of methylene chloride, methanol and ammonia y... Starting materials: CN(C)CCCl, CN(C)C=O, Cl, [H-], [Na+], O, Oc1ccccc1-c1cc(-c2ccccc2)ncn1. The product is CN(C)CCOc1ccccc1-c1cc(-c2ccccc2)ncn1. Reaction SMILES: [CH3:23][N:24]([CH2:25][CH2:26][Cl:27])[CH3:28].[CH3:30][N:31]([CH3:32])[CH:33]=[O:34].[ClH:22].[H-:20].[Na+:21].[OH2:29].[OH:1][c:2]1[c:3](-[c:8]2[n:9][cH:10][n:11][c:12](-[c:14]3[cH:15][cH:16][cH:17][cH:18][cH:19]3)[cH:13]2)[cH:4][cH:5][cH:6][cH:7]1>>[O:1]([c:2]1[c:3](-[c:8]2[n:9][cH:10][n:11][c:12](-[c:14]3[cH:15][cH:16][cH:17][cH:18][cH:19]3)[cH:13]2)[cH:4][cH:5][cH:6][cH:7]1)[CH2:26][CH2:25][N:24]([CH3:23])[CH3:28]. Starting materials: CCCCC=C1CCN(C(=O)OC(C)(C)C)CC1, CCCC=C1CCN(CCCn2c(=O)[nH]c3ccccc32)CC1. Yields the product CCCCC=C1CCN(CCCn2c(=O)[nH]c3ccccc32)CC1. Reaction SMILES: [C:24]([O:25][C:26]([N:27]1[CH2:28][CH2:29][C:30](=[CH:31][CH2:32][CH2:33][CH2:34][CH3:35])[CH2:36][CH2:37]1)=[O:38])([CH3:39])([CH3:40])[CH3:41].[CH:1]([CH2:2][CH2:3][CH3:4])=[C:5]1[CH2:6][CH2:7][N:8]([CH2:11][CH2:12][CH2:13][n:14]2[c:15](=[O:23])[nH:16][c:17]3[c:18]2[cH:19][cH:20][cH:21][cH:22]3)[CH2:9][CH2:10]1>>[CH:1]([CH2:2][CH2:3][CH2:4][CH3:24])=[C:5]1[CH2:6][CH2:7][N:8]([CH2:11][CH2:12][CH2:13][n:14]2[c:15](=[O:23])[nH:16][c:17]3[c:18]2[cH:19][cH:20][cH:21][cH:22]3)[CH2:9][CH2:10]1. The reactants are C([O-])([O-])=O.[K+].[K+] (Potassium carbonate), O=C1N(C(C2=CC=CC=C12)=O)CC[C@H](C(=O)O)[C@@H](CCC1=CC=C(C=C1)C(F)(F)F)OC=O ((2S,3R)-2-[2-(1,3-dioxo-1,3-dihydro-2H-isoindol-2-yl)ethyl]-3-(formyloxy)-5-[4-(trifluoromethyl)phenyl]pentanoic acid). Run in CO (methanol). Conditions: time 3 hour. The product is O=C1N(C(C2=CC=CC=C12)=O)CC[C@H](C(=O)O)[C@@H](CCC1=CC=C(C=C1)C(F)(F)F)O ((2S,3R)-2-[2-(1,3-dioxo-1,3-dihydro-2H-isoindol-2-yl)ethyl]-3-hydroxy-5-[4-(trifluoromethyl)phenyl]pentanoic acid). As a reaction SMILES: C(=O)([O-])[O-].[K+].[K+].[O:7]=[C:8]1[C:16]2[C:11](=[CH:12][CH:13]=[CH:14][CH:15]=2)[C:10](=[O:17])[N:9]1[CH2:18][CH2:19][C@@H:20]([C@H:24]([O:37]C=O)[CH2:25][CH2:26][C:27]1[CH:32]=[CH:31][C:30]([C:33]([F:36])([F:35])[F:34])=[CH:29][CH:28]=1)[C:21]([OH:23])=[O:22]>CO>[O:7]=[C:8]1[C:16]2[C:11](=[CH:12][CH:13]=[CH:14][CH:15]=2)[C:10](=[O:17])[N:9]1[CH2:18][CH2:19][C@@H:20]([C@H:24]([OH:37])[CH2:25][CH2:26][C:27]1[CH:28]=[CH:29][C:30]([C:33]([F:35])([F:34])[F:36])=[CH:31][CH:32]=1)[C:21]([OH:23])=[O:22] |f:0.1.2|. Procedure details: Potassium carbonate (0.178 g) was added to a solution of the compound obtained from step h above (0.2 g) in methanol (7 mL) at 0° C. The reaction mixture was stirred at room temperature for 3 hours. The solvents were evaporated, and the residue was taken into water and ethyl acetate. The organic layer was washed with water and brine solution, and dried over anhydrous sodium sulphate. The solvent was evaporated under reduced pressure to obtain a residue which was purified by column chromatography...